Dataset: the Open Reaction Database (ORD), a public repository of structured organic reaction records. Task: describe an organic reaction: reactants, conditions, products, and yield The reactants are CC1=C(C=2C(=NC=CC2)N1CC1=CC=C(C=C1)[N+](=O)[O-])CC(=O)O ([2-Methyl-1-(4-nitro-benzyl)-1H-pyrrolo[2,3-b]pyridin-3-yl]-acetic acid), [OH-].[Na+] (NaOH), [2-methyl-1-(4-nitro-benzyl)-1-pyrrolo[2,3-b]pyridin-3-yl]-acetic acid methyl ester. Run in C1CCOC1.CO (THF MeOH). Conditions: time 4 hour. The product is NC1=CC=C(CN2C(=C(C=3C2=NC=CC3)CC(=O)O)C)C=C1 ([1-(4-Amino-benzyl)-2-methyl-1H-pyrrolo[2,3-b]pyridin-3-yl]-acetic acid). Reaction SMILES: [CH3:1][C:2]1[N:10]([CH2:11][C:12]2[CH:17]=[CH:16][C:15]([N+:18]([O-])=O)=[CH:14][CH:13]=2)[C:5]2=[N:6][CH:7]=[CH:8][CH:9]=[C:4]2[C:3]=1[CH2:21][C:22]([OH:24])=[O:23].[OH-].[Na+]>C1COCC1.CO>[NH2:18][C:15]1[CH:14]=[CH:13][C:12]([CH2:11][N:10]2[C:5]3=[N:6][CH:7]=[CH:8][CH:9]=[C:4]3[C:3]([CH2:21][C:22]([OH:24])=[O:23])=[C:2]2[CH3:1])=[CH:17][CH:16]=1 |f:1.2,3.4|. Procedure details: [2-Methyl-1-(4-nitro-benzyl)-1H-pyrrolo[2,3-b]pyridin-3-yl]-acetic acid: 1M Aqueous NaOH (1.18 ml) is added to a stirring suspension of [2-methyl-1-(4-nitro-benzyl)-1-pyrrolo[2,3-b]pyridin-3-yl]-acetic acid methyl ester (0.2 g, 0.54 mmol) in 4:1 THF/MeOH (5 ml). The reaction mixture is allowed to stir at room temperature for 4 hours and then the solvent is removed in vacuo. The crude residue is dissolved in 1:1 THF/water and acidified to pH 3-4 using 6M HCl. After stirring for 30 minutes the res... Starting materials: C(C)(=O)OC(C)=O (acetic anhydride), Anhydride, C(C1=CC=CC=C1)OC(=O)N1C(CCCC1C(=O)O)C(=O)O (Piperidine-1,2,6-tricarboxylic acid 1-benzyl ester), C1(=CC=CC=C1)CCCCN (4-Phenylbutylamine). The solvent is O1CCOCC1 (dioxane). Run at time 1 hour. Product: C(C1=CC=CC=C1)OC(=O)N1C2C(N(C(C1CCC2)=O)CCCCC2=CC=CC=C2)=O (2,4-Dioxo-3-(4-phenylbutyl)-3,9-diaza-bicyclo[3.3.1]nonane-9-carboxylic Acid Benzyl Ester). The yield is 95.0%. RXN SMILES: [CH2:1]([O:8][C:9]([N:11]1[CH:16]([C:17]([OH:19])=O)[CH2:15][CH2:14][CH2:13][CH:12]1[C:20]([OH:22])=O)=[O:10])[C:2]1[CH:7]=[CH:6][CH:5]=[CH:4][CH:3]=1.[C:23]1([CH2:29][CH2:30][CH2:31][CH2:32][NH2:33])[CH:28]=[CH:27][CH:26]=[CH:25][CH:24]=1.C(OC(=O)C)(=O)C>O1CCOCC1>[CH2:1]([O:8][C:9]([N:11]1[CH:12]2[CH2:13][CH2:14][CH2:15][CH:16]1[C:17](=[O:19])[N:33]([CH2:32][CH2:31][CH2:30][CH2:29][C:23]1[CH:28]=[CH:27][CH:26]=[CH:25][CH:24]=1)[C:20]2=[O:22])=[O:10])[C:2]1[CH:3]=[CH:4][CH:5]=[CH:6][CH:7]=1. Procedure: Anhydride 2 (0.54 g, 1.89 mmol, prepared from Compound 1) was dissolved in 1 mL of dioxane. 4-Phenylbutylamine (0.28 g, 1.89 mmol) was added from the top. The mixture was stirred at room temperature for 1 hour. After this time, acetic anhydride (0.62 mL, 3.78 mmol) was added, and the reaction was refluxed for 5 hours. The dioxane was evaporated, and flash chromatographic purification of the residue (40% EtOAc/hexanes) gave Compound 13 (0.75 g, 95% yield) as a colorless thick oil. Rf=0.66 (40% Et...